From a dataset of the Open Reaction Database (ORD), a public repository of structured organic reaction records. describe an organic reaction: reactants, conditions, products, and yield As a reaction SMILES: [CH3:20][C:21](=[O:22])[CH3:23].[Cl:1][c:2]1[c:3]([C:9]2([C:12](=[O:13])[N:14]3[CH2:15][CH:16]([OH:19])[CH2:17][CH2:18]3)[CH2:10][CH2:11]2)[cH:4][cH:5][c:6]([Cl:8])[cH:7]1.[OH2:24]>>[Cl:1][c:2]1[c:3]([C:9]2([C:12](=[O:13])[N:14]3[CH2:15][C:16](=[O:19])[CH2:17][CH2:18]3)[CH2:10][CH2:11]2)[cH:4][cH:5][c:6]([Cl:8])[cH:7]1. Product: O=C1CCN(C(=O)C2(c3ccc(Cl)cc3Cl)CC2)C1. Starting materials: CC(C)=O, O=C(N1CCC(O)C1)C1(c2ccc(Cl)cc2Cl)CC1, O. The reactants are C(C=C)C1(CCN(CC1)C(=O)OC(C)(C)C)C(=O)O (4-allyl-1-(tert-butoxycarbonyl)piperidine-4-carboxylic acid), N1=CC=CC=C1 (pyridine), C(C=C)C1(CCN(CC1)C(=O)OC(C)(C)C)C(NC1=CC(=CC=C1)Cl)=O (tert-butyl 4-allyl-4-(3-chlorophenylcarbamoyl)piperidine-1-carboxylate), C(C(=O)Cl)(=O)Cl (oxalyl chloride), ClC=1C=C(N)C=CC1 (3-chloroaniline). The reagents and catalysts are CN(C)C=O (DMF). The solvent is C(Cl)Cl (CH2Cl2). Conditions: time 40 minute. Yields the product C(C=C)C1(CCN(CC1)C=1C2=C(N=CN1)NC=C2C)C(=O)NC2=CC(=CC=C2)Cl (4-allyl-N-(3-chlorophenyl)-1-(5-methyl-7H-pyrrolo[2,3-d]pyrimidin-4-yl)piperidine-4-carboxamide). The yield is 51.0%. Reaction SMILES: [CH2:1]([C:4]1([C:17](=[O:26])[NH:18][C:19]2[CH:24]=[CH:23][CH:22]=[C:21]([Cl:25])[CH:20]=2)[CH2:9][CH2:8][N:7]([C:10](OC(C)(C)C)=O)[CH2:6][CH2:5]1)[CH:2]=[CH2:3].C(C1(C(O)=O)CC[N:33]([C:36](OC(C)(C)C)=O)CC1)C=C.[N:46]1[CH:51]=[CH:50][CH:49]=[CH:48][CH:47]=1.C(Cl)(=O)C(Cl)=O.ClC1C=C(C=CC=1)[NH2:62]>CN(C=O)C.C(Cl)Cl>[CH2:1]([C:4]1([C:17]([NH:18][C:19]2[CH:24]=[CH:23][CH:22]=[C:21]([Cl:25])[CH:20]=2)=[O:26])[CH2:5][CH2:6][N:7]([C:10]2[C:50]3[C:48]([CH3:49])=[CH:47][NH:46][C:51]=3[N:62]=[CH:36][N:33]=2)[CH2:8][CH2:9]1)[CH:2]=[CH2:3]. Reported procedure: Preparation of tert-butyl 4-allyl-4-(3-chlorophenylcarbamoyl)piperidine-1-carboxylate. Under an atmosphere of N2, 4-allyl-1-(tert-butoxycarbonyl)piperidine-4-carboxylic acid (0.158 g, 0.586 mmol), pyridine (0.189 mL, 2.34 mmol), and DMF (3 drops) were dissolved in CH2Cl2 (10 mL) and cooled in an ice bath. To the cooled solution, oxalyl chloride (0.056 mL, 0.645 mmol) was added dropwise. The reaction was stirred for 40 min, after which time 3-chloroaniline (0.061 mL, 0.586 mmol) was added. The re... Starting materials: CC(=O)OCC1OC(n2cnc3c(Cl)nc(Cl)nc32)C(OC(C)=O)C1OC(C)=O, CCCCc1ncc[nH]1, CC#N. The product is CCCCc1nccn1-c1nc(Cl)nc2c1ncn2C1OC(COC(C)=O)C(OC(C)=O)C1OC(C)=O. Reaction SMILES: [C:1]([CH3:2])(=[O:3])[O:4][CH:5]1[CH:6]([n:19]2[c:20]3[n:21][c:22]([Cl:29])[n:23][c:24]([Cl:28])[c:25]3[n:26][cH:27]2)[O:7][CH:8]([CH2:14][O:15][C:16]([CH3:17])=[O:18])[CH:9]1[O:10][C:11]([CH3:12])=[O:13].[CH2:30]([CH2:31][CH2:32][CH3:33])[c:34]1[nH:35][cH:36][cH:37][n:38]1.[CH3:39][C:40]#[N:41]>>[C:1]([CH3:2])(=[O:3])[O:4][CH:5]1[CH:6]([n:19]2[c:20]3[n:21][c:22]([Cl:29])[n:23][c:24](-[n:35]4[c:34]([CH2:30][CH2:31][CH2:32][CH3:33])[n:38][cH:37][cH:36]4)[c:25]3[n:26][cH:27]2)[O:7][CH:8]([CH2:14][O:15][C:16]([CH3:17])=[O:18])[CH:9]1[O:10][C:11]([CH3:12])=[O:13].